From a dataset of the Open Reaction Database (ORD), a public repository of structured organic reaction records. describe an organic reaction: reactants, conditions, products, and yield Yields the product CN(C)CC(=O)N1CCC(Cc2nc(-c3ccc4ccc(-c5ccccc5)nc4c3)c3c(N)nccn23)CC1. RXN SMILES: [CH2:41]1[O:42][CH2:43][CH2:44][CH2:45]1.[CH3:38][NH:39][CH3:40].[NH2:1][c:2]1[c:3]2[n:4]([cH:5][cH:6][n:7]1)[c:8]([CH2:27][CH:28]1[CH2:29][CH2:30][N:31]([C:34]([CH2:35][Cl:36])=[O:37])[CH2:32][CH2:33]1)[n:9][c:10]2-[c:11]1[cH:12][cH:13][c:14]2[cH:15][cH:16][c:17](-[c:21]3[cH:22][cH:23][cH:24][cH:25][cH:26]3)[n:18][c:19]2[cH:20]1>>[NH2:1][c:2]1[c:3]2[n:4]([cH:5][cH:6][n:7]1)[c:8]([CH2:27][CH:28]1[CH2:29][CH2:30][N:31]([C:34]([CH2:35][N:39]([CH3:38])[CH3:40])=[O:37])[CH2:32][CH2:33]1)[n:9][c:10]2-[c:11]1[cH:12][cH:13][c:14]2[cH:15][cH:16][c:17](-[c:21]3[cH:22][cH:23][cH:24][cH:25][cH:26]3)[n:18][c:19]2[cH:20]1. The reactants are C1CCOC1, CNC, Nc1nccn2c(CC3CCN(C(=O)CCl)CC3)nc(-c3ccc4ccc(-c5ccccc5)nc4c3)c12. RXN SMILES: [CH2:1]([N:4]=[C:5]=[O:6])[CH:2]=[CH2:3].[Cl:7][C:8]1[CH:13]=[CH:12][C:11]([SH:14])=[CH:10][CH:9]=1>CSC>[Cl:7][C:8]1[CH:13]=[CH:12][C:11]([S:14][CH2:3][CH2:2][CH2:1][N:4]=[C:5]=[O:6])=[CH:10][CH:9]=1. Product: ClC1=CC=C(C=C1)SCCCN=C=O (3-p-chlorophenylthiopropyl isocyanate). Starting materials: C(C=C)N=C=O (allyl isocyanate), ClC1=CC=C(C=C1)S (p-chlorobenzenethiol), thiol. Solvent: CSC (dimethyl sulfide). Procedure details: A solution of 41.5 grams (0.5 mole) of allyl isocyanate and 72.25 grams (0.5 mole) of p-chlorobenzenethiol in 50 ml dimethyl sulfide was irradiated with an ultraviolet lamp in the manner described in Example 1. Nmr indicated that in 48 hours 32% of the allylic double bonds reacted with the thiol to form the allylic monoadduct, i.e. 3-p-chlorophenylthiopropyl isocyanate. No other products could be observed. Reactants: CC(=O)c1cc2c(c(Br)c1O)C(C)(C)CCC2, O=C([O-])[O-], CI, CC(C)=O, [K+], [K+], O. Product: COc1c(C(C)=O)cc2c(c1Br)C(C)(C)CCC2. RXN SMILES: [Br:1][c:2]1[c:3]([OH:17])[c:4]([C:14]([CH3:15])=[O:16])[cH:5][c:6]2[c:11]1[C:10]([CH3:12])([CH3:13])[CH2:9][CH2:8][CH2:7]2.[C:18](=[O:19])([O-:20])[O-:21].[CH3:24][I:25].[CH3:26][C:27](=[O:28])[CH3:29].[K+:22].[K+:23].[OH2:30]>>[Br:1][c:2]1[c:3]([O:17][CH3:18])[c:4]([C:14]([CH3:15])=[O:16])[cH:5][c:6]2[c:11]1[C:10]([CH3:12])([CH3:13])[CH2:9][CH2:8][CH2:7]2. The reactants are NC1=C(C=C(C=C1)Br)NC1=NC=NC(=N1)N (2-N-(2-amino-5-bromophenyl)-1,3,5-triazine-2,4-diamine), C1(CC1)C=O (cyclopropanecarbaldehyde), C([O-])(O)=O.[Na+] (sodium bicarbonate), OOS(=O)[O-].[K+] (oxone). Run in CN(C)C=O (DMF). Conditions: time 24 hour. The product is BrC=1C=CC2=C(N(C(=N2)C2CC2)C2=NC(=NC=N2)N)C1 (4-(6-bromo-2-cyclopropyl-1,3-benzodiazol-1-yl)-1,3,5-triazin-2-amine). As a reaction SMILES: [NH2:1][C:2]1[CH:7]=[CH:6][C:5]([Br:8])=[CH:4][C:3]=1[NH:9][C:10]1[N:15]=[C:14]([NH2:16])[N:13]=[CH:12][N:11]=1.[CH:17]1([CH:20]=O)[CH2:19][CH2:18]1.OOS([O-])=O.[K+].C(=O)(O)[O-].[Na+]>CN(C=O)C>[Br:8][C:5]1[CH:6]=[CH:7][C:2]2[N:1]=[C:20]([CH:17]3[CH2:19][CH2:18]3)[N:9]([C:10]3[N:11]=[CH:12][N:13]=[C:14]([NH2:16])[N:15]=3)[C:3]=2[CH:4]=1 |f:2.3,4.5|. Procedure details: To a solution of 2-N-(2-amino-5-bromophenyl)-1,3,5-triazine-2,4-diamine (6 g, 21.34 mmol) in DMF (60 mL) was added cyclopropanecarbaldehyde (2.07 ml, 27.75 mmol) followed by oxone (7.83 g, 12.81 mmol). The reaction mixture was stirred at RT for 24 hr. The reaction mixture was then cooled to 0° C. and saturated aqueous sodium bicarbonate introduced. A brown precipitate was removed by vacuum filtration. The solid was washed with DCM (100 ml). The organic phase of the filtrate was separated and the... The reactants are [W] (Tungsten), C[SiH]=C (polycarbosilane). The product is [C-]#[W] (tungsten carbide), [Si].[Si].[Si].[W].[W].[W].[W].[W] (tungsten silicide). RXN SMILES: [W:1].[CH3:2][SiH:3]=C>>[C-:2]#[W:1].[Si:3].[Si:3].[Si:3].[W:1].[W:1].[W:1].[W:1].[W:1] |f:3.4.5.6.7.8.9.10|. Procedure: The polycarbosilane reacted with molybdenum yielded a molybdenum silicide and molybdenum carbide. With ammonia pretreatment, a substantial carbon removal was seen with molybdenum silicides being formed. Tungsten reacted with the polycarbosilane yielding tungsten carbide and tungsten silicide. Reactants: NC1=C(SC=C1)C(=O)N (3-amino-2-aminocarbonyl-thiophene), [OH-].[Na+] (NaOH), mixture, NC(=O)N (urea), NC(=O)N (urea). Solvent: C(C)(=O)O (Acetic acid). Product: N1=C(N=C(C2=C1C=CS2)O)O (Thieno[3,2-d]pyrimidine-2,4-diol). Reaction SMILES: [NH2:1][C:2]1[CH:6]=[CH:5][S:4][C:3]=1[C:7]([NH2:9])=[O:8].N[C:11](N)=[O:12].[OH-].[Na+]>C(O)(=O)C>[N:1]1[C:2]2[CH:6]=[CH:5][S:4][C:3]=2[C:7]([OH:8])=[N:9][C:11]=1[OH:12] |f:2.3|. Reported procedure: 50 mg (0.35 mmol) 3-amino-2-aminocarbonyl-thiophene is covered with urea. The urea is heated until molten. After 5 minutes of heating, the molten mixture is poured into 1 N NaOH (2 mL). Acetic acid is added to neutralize the mixture (pH 7) and the resulting white precipitate is collected. Yield: 39 mg (0.23 mmol, 66%). Reactants: N1CCOCC1 (morpholine), COC=1C=2C(N=CN1)=NO[N+]2[O-] (7-methoxy-[1,2,5]oxadiazolo[3,4-d]pyrimidine-1-oxide). Run in C(C)O (ethanol), C(C)O (ethanol). Conditions: time 4 hour. Product: O1CCN(CC1)C=1C=2C(N=CN1)=NO[N+]2[O-] (7-morpholino-[1,2,5]oxadiazolo[3,4-d]pyrimidine-1-oxide). The yield is 89.6%. RXN SMILES: [NH:1]1[CH2:6][CH2:5][O:4][CH2:3][CH2:2]1.CO[C:9]1[C:10]2[C:11](=[N:15][O:16][N+:17]=2[O-:18])[N:12]=[CH:13][N:14]=1>C(O)C>[O:4]1[CH2:5][CH2:6][N:1]([C:9]2[C:10]3[C:11](=[N:15][O:16][N+:17]=3[O-:18])[N:12]=[CH:13][N:14]=2)[CH2:2][CH2:3]1. Procedure: A solution of 1.6 g (18 mmol) of morpholine in 20 ml of ethanol is added to a mixture of 3.0 g (18 mmol) of 7-methoxy-[1,2,5]oxadiazolo[3,4-d]pyrimidine-1-oxide (Arzneim.-Forsch. 33 (1983) 803) and 100 ml of ethanol. After stirring at room temperature for 4 hours, the solvent is removed by distillation in vacuo and the residue is recrystallised from isopropanol. 3.6 g (90%) of 7-morpholino-[1,2,5]oxadiazolo[3,4-d]pyrimidine-1-oxide are obtained.